This data is from the Open Reaction Database (ORD), a public repository of structured organic reaction records. The task is: describe an organic reaction: reactants, conditions, products, and yield Reactants: COC(=NC#N)C1CC1 (N-cyano-cyclopropanecarboximidic acid methylester), N#CN (cyanamide), solution, C[O-].[Na+] (sodium methylate). Run in CO (methanol), CO (methanol), CO (methanol). Conditions: temperature 10 celsius, time 30 minute. Yields the product C(#N)NC(=NC#N)C1CC1 (N,N'-Dicyano-cyclopropanecarbamidine). Reaction SMILES: [N:1]#[C:2][NH2:3].C[O-].[Na+].CO[C:9]([CH:13]1[CH2:15][CH2:14]1)=[N:10][C:11]#[N:12]>CO>[C:2]([NH:3][C:9]([CH:13]1[CH2:15][CH2:14]1)=[N:10][C:11]#[N:12])#[N:1] |f:1.2|. Procedure details: At 0° C. 8,4 g of cyanamide in 50 ml methanol are added to 36 g of a 30% solution of sodium methylate in methanol and stirred for 30 min. at 10° C. The resulting solution is then cooled to -20° C. and mixed with a solution of 22 g N-cyano-cyclopropanecarboximidic acid methylester in 60 ml methanol. The reaction mixture is then stirred for 30 min. at 20° C. and then evaporated. 100 ml of dioxane is added to the resulting residue which is then concentrated by evaporation. Then again 100 ml of tolu...